From a dataset of the Open Reaction Database (ORD), a public repository of structured organic reaction records. describe an organic reaction: reactants, conditions, products, and yield As a reaction SMILES: [C:1]([CH3:2])(=[O:3])[O:4][CH:5]1[CH:6]([O:7][c:8]2[c:9]([F:15])[cH:10][c:11]([Br:14])[cH:12][cH:13]2)[S:16][CH2:17][CH:18]([O:24][C:25]([CH3:26])=[O:27])[CH:19]1[O:20][C:21]([CH3:22])=[O:23].[CH3:28][c:29]1[n:30][o:31][c:32]([CH3:37])[c:33]1[B:34]([OH:35])[OH:36]>>[C:1]([CH3:2])(=[O:3])[O:4][CH:5]1[CH:6]([O:7][c:8]2[c:9]([F:15])[cH:10][c:11](-[c:33]3[c:29]([CH3:28])[n:30][o:31][c:32]3[CH3:37])[cH:12][cH:13]2)[S:16][CH2:17][CH:18]([O:24][C:25]([CH3:26])=[O:27])[CH:19]1[O:20][C:21]([CH3:22])=[O:23]. Starting materials: CC(=O)OC1CSC(Oc2ccc(Br)cc2F)C(OC(C)=O)C1OC(C)=O, Cc1noc(C)c1B(O)O. The product is CC(=O)OC1CSC(Oc2ccc(-c3c(C)noc3C)cc2F)C(OC(C)=O)C1OC(C)=O.